From a dataset of the Open Reaction Database (ORD), a public repository of structured organic reaction records. describe an organic reaction: reactants, conditions, products, and yield The reactants are NC(=O)c1ccccc1N, C1CCOC1, O=C(Cl)c1ccnc(Cl)c1. Yields the product NC(=O)c1ccccc1NC(=O)c1ccnc(Cl)c1. Reaction SMILES: [C:1]([c:2]1[c:3]([NH2:4])[cH:5][cH:6][cH:7][cH:8]1)(=[O:9])[NH2:10].[CH2:21]1[O:22][CH2:23][CH2:24][CH2:25]1.[Cl:11][c:12]1[cH:13][c:14]([C:15](=[O:16])[Cl:17])[cH:18][cH:19][n:20]1>>[C:1]([c:2]1[c:3]([NH:4][C:15]([c:14]2[cH:13][c:12]([Cl:11])[n:20][cH:19][cH:18]2)=[O:16])[cH:5][cH:6][cH:7][cH:8]1)(=[O:9])[NH2:10]. The reactants are C(C1=CC=CC=C1)(C1=CC=CC=C1)(C1=CC=CC=C1)Cl (trityl chloride), NC=1SC=C(N1)C(C(=O)OCC)=NOC(C)C (ethyl 2-(2-amino-4-thiazolyl)-2-(1-methylethoxyimino)acetate), CN(C=O)C (dimethylformamide), Cl (hydrochloric acid). Solvent: C(C)N(CC)CC (triethylamine), C(Cl)Cl (methylene chloride). Reaction conditions: time 2 hour. Yields the product C(C1=CC=CC=C1)(C1=CC=CC=C1)(C1=CC=CC=C1)NC=1SC=C(N1)C(C(=O)OCC)=NOC(C)C (ethyl 2-(2-tritylamino-4-thiazolyl)-2-(1-methylethoxyimino)-acetate). Yield: 129.7%. RXN SMILES: [C:1](Cl)([C:14]1[CH:19]=[CH:18][CH:17]=[CH:16][CH:15]=1)([C:8]1[CH:13]=[CH:12][CH:11]=[CH:10][CH:9]=1)[C:2]1[CH:7]=[CH:6][CH:5]=[CH:4][CH:3]=1.[NH2:21][C:22]1[S:23][CH:24]=[C:25]([C:27](=[N:33][O:34][CH:35]([CH3:37])[CH3:36])[C:28]([O:30][CH2:31][CH3:32])=[O:29])[N:26]=1.CN(C)C=O.Cl>C(N(CC)CC)C.C(Cl)Cl>[C:1]([NH:21][C:22]1[S:23][CH:24]=[C:25]([C:27](=[N:33][O:34][CH:35]([CH3:36])[CH3:37])[C:28]([O:30][CH2:31][CH3:32])=[O:29])[N:26]=1)([C:14]1[CH:19]=[CH:18][CH:17]=[CH:16][CH:15]=1)([C:8]1[CH:13]=[CH:12][CH:11]=[CH:10][CH:9]=1)[C:2]1[CH:7]=[CH:6][CH:5]=[CH:4][CH:3]=1. Procedure: 13.2 g of trityl chloride were slowly added to a cooled mixture of 11 g of the product of Step C, 20 ml of dry dimethylformamide, 40 ml of methylene chloride and 6.2 ml of triethylamine and the mixture was stirred for 21/2 hours. 43 ml of N hydrochloric acid were added thereto and the mixture was stirred and decanted. The organic phase was washed with 40 ml of water and was extracted with methylene chloride. The extracts were dried and vacuum filtered. The filtrate was evaporated to dryness to o...